This data is from the Open Reaction Database (ORD), a public repository of structured organic reaction records. The task is: describe an organic reaction: reactants, conditions, products, and yield The reactants are B(Br)(Br)Br (boron tribromide), BrC1=CC=2[C@]3(C4=CC(=CC=C4OC2C=C1)OC)COCC(=N3)N ((R)-2′-bromo-7′-methoxy-2,6-dihydrospiro[[1,4]oxazine-3,9′-xanthen]-5-amine). Solvent: C(Cl)Cl (DCM). Run at temperature 0 celsius, time 1.5 hour. Product: NC1=N[C@@]2(C3=CC(=CC=C3OC=3C=CC(=CC23)Br)O)COC1 ((R)-5-amino-2′-bromo-2,6-dihydrospiro[[1,4]oxazine-3,9′-xanthen]-7′-ol). Yield: 92.3%. RXN SMILES: [Br:1][C:2]1[CH:15]=[CH:14][C:13]2[O:12][C:11]3[C:6](=[CH:7][C:8]([O:16]C)=[CH:9][CH:10]=3)[C@@:5]3([N:22]=[C:21]([NH2:23])[CH2:20][O:19][CH2:18]3)[C:4]=2[CH:3]=1.B(Br)(Br)Br>C(Cl)Cl>[NH2:23][C:21]1[CH2:20][O:19][CH2:18][C@@:5]2([C:4]3[CH:3]=[C:2]([Br:1])[CH:15]=[CH:14][C:13]=3[O:12][C:11]3[C:6]2=[CH:7][C:8]([OH:16])=[CH:9][CH:10]=3)[N:22]=1. Procedure: In a 250-mL flask, the (R)-2′-bromo-7′-methoxy-2,6-dihydrospiro[[1,4]oxazine-3,9′-xanthen]-5-amine (0.393 g, 1.047 mmol) was dissolved in dcm (10 mL). The solution was cooled to 0° C. A DCM solution of boron tribromide (1.0 M, 3.14 mL, 3.14 mmol) was added. After 1.5 h, the mixture was quenched with 9:1 saturated aqueous NH4Cl/NH4OH (10 mL). The mixture was diluted further with water (10 mL) and the aqueous phase was extracted with 5% MeO/DCM (3×50 mL). The organics were combined, washed with di... Starting materials: C(C)(=O)N1C2=C(N(C([C@H]([C@@H]1C)NC([C@H](C)N(C(OC(C)(C)C)=O)C)=O)=O)CC1=C(C=NC3=CC=CC=C13)C1CC1)C=CC=C2 (tert-butyl(S)-1-((2S,3S)-1-acetyl-5-((3-cyclopropylquinolin-4-yl)methyl)-2-methyl-4-oxo-2,3,4,5-tetrahydro-1H-benzo[b][1,4]diazepin-3-ylamino)-1-oxopropan-2-yl(methyl)carbamate), C(=O)(C(F)(F)F)O (TFA). Run in C(Cl)Cl (CH2Cl2). Reaction conditions: time 2.5 hour. The product is C(C)(=O)N1C2=C(N(C([C@H]([C@@H]1C)NC([C@H](C)NC)=O)=O)CC1=C(C=NC3=CC=CC=C13)C1CC1)C=CC=C2 ((S)-N-((2S,3S)-1-Acetyl-5-((3-cyclopropylquinolin-4-yl)methyl)-2-methyl-4-oxo-2,3,4,5-tetrahydro-1H-benzo[b][1,4]diazepin-3-yl)-2-(methylamino)propanamide). As a reaction SMILES: [C:1]([N:4]1[C@@H:10]([CH3:11])[C@H:9]([NH:12][C:13](=[O:25])[C@@H:14]([N:16](C)[C:17](=O)OC(C)(C)C)[CH3:15])[C:8](=[O:26])[N:7]([CH2:27][C:28]2[C:37]3[C:32](=[CH:33][CH:34]=[CH:35][CH:36]=3)[N:31]=[CH:30][C:29]=2[CH:38]2[CH2:40][CH2:39]2)[C:6]2[CH:41]=[CH:42][CH:43]=[CH:44][C:5]1=2)(=[O:3])[CH3:2].C(O)(C(F)(F)F)=O>C(Cl)Cl>[C:1]([N:4]1[C@@H:10]([CH3:11])[C@H:9]([NH:12][C:13](=[O:25])[C@@H:14]([NH:16][CH3:17])[CH3:15])[C:8](=[O:26])[N:7]([CH2:27][C:28]2[C:37]3[C:32](=[CH:33][CH:34]=[CH:35][CH:36]=3)[N:31]=[CH:30][C:29]=2[CH:38]2[CH2:39][CH2:40]2)[C:6]2[CH:41]=[CH:42][CH:43]=[CH:44][C:5]1=2)(=[O:3])[CH3:2]. Reported procedure: To a rt solution of tert-butyl(S)-1-((2S,3S)-1-acetyl-5-((3-cyclopropylquinolin-4-yl)methyl)-2-methyl-4-oxo-2,3,4,5-tetrahydro-1H-benzo[b][1,4]diazepin-3-ylamino)-1-oxopropan-2-yl(methyl)carbamate (65 mg, 108 μmol) in CH2Cl2 (434 μl) was added TFA (108 μl). The reaction was stirred for 2.5 h, then concentrated and purified by reverse phase preparative HPLC to provide, after extraction from sat. aq. NaHCO3 and lyophilzation, (S)-N-((2S,3S)-1-acetyl-5-((3-cyclopropylquinolin-4-yl)methyl)-2-methyl-... Reactants: [BH4-], O=C1CCc2cc(Br)ccc21, CCO, [Na+]. Yields the product OC1CCc2cc(Br)ccc21. Reaction SMILES: [BH4-:12].[Br:1][c:2]1[cH:3][c:4]2[c:8]([cH:9][cH:10]1)[C:7](=[O:11])[CH2:6][CH2:5]2.[CH3:14][CH2:15][OH:16].[Na+:13]>>[Br:1][c:2]1[cH:3][c:4]2[c:8]([cH:9][cH:10]1)[CH:7]([OH:11])[CH2:6][CH2:5]2. Procedure details: A mixture of 12.01 g (50 mmol) of the above 9-oxo-9H-xanthene-2-carboxylic acid, 77.4 g (420 mmol) of n-dodecanol and 0.2 g (2 mmol) of concentrated sulfuric acid is kept at 140° C. for 6 hours. The sulfuric acid is neutralized with 0.33 g (4 mmol) of sodium acetate and the excess n-dodecancl is removed by distillation (98° C./0.1 mbar). The brown residue is taken up in isopropanol and the product which has precipitated is filtered off and dried under a high vacuum. 16.7 g(82%) of n-dodecyl 9-ox... The yield is 81.8%. Reagents/catalysts: C(C)(=O)[O-].[Na+] (sodium acetate), S(O)(O)(=O)=O (sulfuric acid). The product is O=C1C2=CC=CC=C2OC=2C=CC(=CC12)C(=O)OCCCCCCCCCCCC (n-dodecyl 9-oxo-9H-xanthene-2-carboxylate). Reaction conditions: time 6 hour. RXN SMILES: [O:1]=[C:2]1[C:15]2[CH:14]=[C:13]([C:16]([OH:18])=[O:17])[CH:12]=[CH:11][C:10]=2[O:9][C:8]2[C:3]1=[CH:4][CH:5]=[CH:6][CH:7]=2.[CH2:19](O)[CH2:20][CH2:21][CH2:22][CH2:23][CH2:24][CH2:25][CH2:26][CH2:27][CH2:28][CH2:29][CH3:30].S(=O)(=O)(O)O>S(=O)(=O)(O)O.C([O-])(=O)C.[Na+]>[O:1]=[C:2]1[C:15]2[CH:14]=[C:13]([C:16]([O:18][CH2:30][CH2:29][CH2:28][CH2:27][CH2:26][CH2:25][CH2:24][CH2:23][CH2:22][CH2:21][CH2:20][CH3:19])=[O:17])[CH:12]=[CH:11][C:10]=2[O:9][C:8]2[C:3]1=[CH:4][CH:5]=[CH:6][CH:7]=2 |f:4.5|. Starting materials: O=C1C2=CC=CC=C2OC=2C=CC(=CC12)C(=O)O (9-oxo-9H-xanthene-2-carboxylic acid), C(CCCCCCCCCCC)O (n-dodecanol), S(O)(O)(=O)=O (sulfuric acid). The reactants are C=Cc1c(OC2CCC(C(C)(C)C)CC2)ccc2cc(C3(C)COC(=O)N3)ccc12, CC(N)(CO)c1ccc2c(C3CC3)c(OC3CCC(C(C)(C)C)CC3)ccc2c1. The product is C=Cc1c(OC2CCC(C(C)(C)C)CC2)ccc2cc(C(C)(N)CO)ccc12. As a reaction SMILES: [C:30]([CH:31]1[CH2:32][CH2:33][CH:34]([O:35][c:36]2[c:37]([CH:38]=[CH2:39])[c:40]3[c:41]([cH:42][cH:43]2)[cH:44][c:45]([C:46]2([CH3:47])[CH2:48][O:49][C:50](=[O:51])[NH:52]2)[cH:53][cH:54]3)[CH2:55][CH2:56]1)([CH3:57])([CH3:58])[CH3:59].[NH2:1][C:2]([CH2:3][OH:4])([CH3:5])[c:6]1[cH:7][c:8]2[cH:9][cH:10][c:11]([O:19][CH:20]3[CH2:21][CH2:22][CH:23]([C:26]([CH3:27])([CH3:28])[CH3:29])[CH2:24][CH2:25]3)[c:12]([CH:16]3[CH2:17][CH2:18]3)[c:13]2[cH:14][cH:15]1>>[NH2:1][C:2]([CH2:3][OH:4])([CH3:5])[c:6]1[cH:7][c:8]2[cH:9][cH:10][c:11]([O:19][CH:20]3[CH2:21][CH2:22][CH:23]([C:26]([CH3:27])([CH3:28])[CH3:29])[CH2:24][CH2:25]3)[c:12]([CH:16]=[CH2:17])[c:13]2[cH:14][cH:15]1. Reactants: NC1=NC(=C(C=C1Br)Br)C (2-amino-3,5-dibromo-6-methylpyridine), CC(CC(C)(C)C)(C)[N+]#[C-] (1,1,3,3-tetramethylbutyl isocyanide), COC1=C(C=O)C=CC=C1OC (2,3-dimethoxybenzaldehyde). Solvent: Cl(=O)(=O)(=O)O (perchloric acid). Yields the product BrC=1C=C(C=2N(C1C)C(=C(N2)C2=C(C(=CC=C2)OC)OC)NC(CC(C)(C)C)(C)C)Br ([6,8-dibromo-2-(2,3-dimethoxyphenyl)-5-methylimidazo[1,2-a]pyridin-3-yl]-(1,1,3,3-tetramethylbutyl)-amine). RXN SMILES: [NH2:1][C:2]1[C:7]([Br:8])=[CH:6][C:5]([Br:9])=[C:4]([CH3:10])[N:3]=1.[CH3:11][C:12]([N+:19]#[C-:20])([CH3:18])[CH2:13][C:14]([CH3:17])([CH3:16])[CH3:15].[CH3:21][O:22][C:23]1[C:30]([O:31][CH3:32])=[CH:29][CH:28]=[CH:27][C:24]=1[CH:25]=O>Cl(O)(=O)(=O)=O>[Br:9][C:5]1[CH:6]=[C:7]([Br:8])[C:2]2[N:3]([C:20]([NH:19][C:12]([CH3:18])([CH3:11])[CH2:13][C:14]([CH3:17])([CH3:16])[CH3:15])=[C:25]([C:24]3[CH:27]=[CH:28][CH:29]=[C:30]([O:31][CH3:32])[C:23]=3[O:22][CH3:21])[N:1]=2)[C:4]=1[CH3:10]. Reported procedure: Compound (6) was prepared according to the general synthesis instructions from 1.0 ml of 2-amino-3,5-dibromo-6-methylpyridine solution (0.1 M, DCM), 0.575 ml of 1,1,3,3-tetramethylbutyl isocyanide solution (0.2 M, DCM), 0.500 ml of 2,3-dimethoxybenzaldehyde solution (0.3 M, DCM), and 10 μl of perchloric acid (w=20%).